This data is from the Open Reaction Database (ORD), a public repository of structured organic reaction records. The task is: describe an organic reaction: reactants, conditions, products, and yield Reported procedure: In a similar manner to Step 4 of Example 16, 4-methoxy-3-hydroxy-7-iodo-2-(1-methyl-1-phenylethyl)isoindolinone (2.50 g, 5.91 mmol) was dissolved in nitromethane (100 mL), and the solution was treated with trifluoroacetic acid (4.50 mL, 59.1 mmol) and triethylsilane (1.90 mL, 11.8 mmol). The obtained solid was collected by filtration and washed with ethyl acetate. The obtained solid was dried under reduced pressure to obtain 4-methoxy-7-iodoisoindolinone (1.32 g, yield 78%). The solvent is [N+](=O)([O-])C (nitromethane). Starting materials: FC(C(=O)O)(F)F (trifluoroacetic acid), C(C)[SiH](CC)CC (triethylsilane), COC1=C2C(N(C(C2=C(C=C1)I)=O)C(C)(C1=CC=CC=C1)C)O (4-methoxy-3-hydroxy-7-iodo-2-(1-methyl-1-phenylethyl)isoindolinone). Isolated yield 77.3%. Yields the product COC1=C2CNC(C2=C(C=C1)I)=O (4-methoxy-7-iodoisoindolinone). RXN SMILES: [CH3:1][O:2][C:3]1[CH:11]=[CH:10][C:9]([I:12])=[C:8]2[C:4]=1[CH:5](O)[N:6](C(C)(C1C=CC=CC=1)C)[C:7]2=[O:13].FC(F)(F)C(O)=O.C([SiH](CC)CC)C>[N+](C)([O-])=O>[CH3:1][O:2][C:3]1[CH:11]=[CH:10][C:9]([I:12])=[C:8]2[C:4]=1[CH2:5][NH:6][C:7]2=[O:13]. The reactants are C(C)C1C(CC(C(C(OC(C2CCCCN2C(C(C2(C(CC(C(C(CC(CC(=C1)C)C)OC)O2)OC)C)O)=O)=O)=O)C(=CC2CC(C(CC2)(CCC=C)O)OC)C)C)O[Si](C)(C)C(C)(C)C)=O (17-ethyl-1-hydroxy-12-[2'-(4"-hydroxy-4"-[but-3-en-1-yl]-3"-methoxycyclohexyl)-1'-methylvinyl]-14-t-butyl-dimethylsilyloxy-23,25-dimethoxy-13,19,21,27-tetramethyl-11,28-dioxa-4-azatricyclo[22.3.1.04,9 ]octacos-18-ene-2,3,10,16-tetraone), N1=C(C=CC=C1C)C (2,6-lutidine), CC(=O)C (acetone), C(C)[Si](CC)(CC)OS(=O)(=O)C(F)(F)F (triethylsilyltriflate). The solvent is C(Cl)Cl (CH2Cl2), CO (CH3OH), hexanes. Conditions: time 1 hour. Product: C(C)C1C(CC(C(C(OC(C2CCCCN2C(C(C2(C(CC(C(C(CC(CC(=C1)C)C)OC)O2)OC)C)O)=O)=O)=O)C(=CC2CC(C(CC2)(CCC=C)O[Si](CC)(CC)CC)OC)C)C)(O[Si](C)(C)C(C)(C)C)O)=O (17-Ethyl-1,14-dihydroxy-12-[2'-(4"-triethylsilyloxy-4"-[but-3-en-1-yl]-3"-methoxycyclohexyl)-1'-methylvinyl]-14-t-butyl-dimethylsilyloxy-23,25-dimethoxy-13,19,21,27-tetramethyl-11,28-dioxa-4-azatricyclo[22.3.1.04,9 ]octacos-18-ene-2,3,10,16-tetraone). As a reaction SMILES: [CH2:1]([CH:3]1[CH:29]=[C:28]([CH3:30])[CH2:27][CH:26]([CH3:31])[CH2:25][CH:24]([O:32][CH3:33])[CH:23]2[O:34][C:19]([OH:38])([CH:20]([CH3:37])[CH2:21][CH:22]2[O:35][CH3:36])[C:18](=[O:39])[C:17](=[O:40])[N:16]2[CH:11]([CH2:12][CH2:13][CH2:14][CH2:15]2)[C:10](=[O:41])[O:9][CH:8]([C:42]([CH3:57])=[CH:43][CH:44]2[CH2:49][CH2:48][C:47]([OH:54])([CH2:50][CH2:51][CH:52]=[CH2:53])[CH:46]([O:55][CH3:56])[CH2:45]2)[CH:7]([CH3:58])[CH:6]([O:59][Si:60]([C:63]([CH3:66])([CH3:65])[CH3:64])([CH3:62])[CH3:61])[CH2:5][C:4]1=[O:67])[CH3:2].N1C(C)=CC=CC=1C.[CH2:76]([Si:78](OS(C(F)(F)F)(=O)=O)([CH2:81][CH3:82])[CH2:79][CH3:80])[CH3:77].CC(C)=[O:93]>C(Cl)Cl.CO>[CH2:1]([CH:3]1[CH:29]=[C:28]([CH3:30])[CH2:27][CH:26]([CH3:31])[CH2:25][CH:24]([O:32][CH3:33])[CH:23]2[O:34][C:19]([OH:38])([CH:20]([CH3:37])[CH2:21][CH:22]2[O:35][CH3:36])[C:18](=[O:39])[C:17](=[O:40])[N:16]2[CH:11]([CH2:12][CH2:13][CH2:14][CH2:15]2)[C:10](=[O:41])[O:9][CH:8]([C:42]([CH3:57])=[CH:43][CH:44]2[CH2:49][CH2:48][C:47]([O:54][Si:78]([CH2:81][CH3:82])([CH2:79][CH3:80])[CH2:76][CH3:77])([CH2:50][CH2:51][CH:52]=[CH2:53])[CH:46]([O:55][CH3:56])[CH2:45]2)[CH:7]([CH3:58])[C:6]([OH:93])([O:59][Si:60]([C:63]([CH3:64])([CH3:65])[CH3:66])([CH3:61])[CH3:62])[CH2:5][C:4]1=[O:67])[CH3:2]. Procedure: To a solution of 17-ethyl-1-hydroxy-12-[2'-(4"-hydroxy-4"-[but-3-en-1-yl]-3"-methoxycyclohexyl)-1'-methylvinyl]-14-t-butyl-dimethylsilyloxy-23,25-dimethoxy-13,19,21,27-tetramethyl-11,28-dioxa-4-azatricyclo[22.3.1.04,9 ]octacos-18-ene-2,3,10,16-tetraone (0.9 gm, 0.94 mmol) in CH2Cl2 (25 ml) at room temperature was added 2,6-lutidine (0.33 mL) followed by triethylsilyltriflate (0.52 mL, 2.3 mmole) and the reaction mixture was stirred at room temperature. The reaction progress was monitored by TLC ... The reactants are ClC1=CC=C(C=C1)C1=NC(C=2N(C3=C1C=C(S3)CC)C(=NN2)C)(C(=O)OCC)CCC(=O)OCC ((±)-Ethyl 3-(4-(4-chlorophenyl)-6-ethoxycarbonyl-2-ethyl-9-methyl-6H-thieno[3,2-f][1,2,4]-triazolo[4,3-a][1,4]diazepin-6-yl)propionate), [OH-].[Ba+2].[OH-] (barium hydroxide). Solvent: C(C)O (ethanol), O (water), C(C)O (ethanol). Run at time 30 minute. Product: ClC1=CC=C(C=C1)C1=NC(C=2N(C3=C1C=C(S3)CC)C(=NN2)C)CCC(=O)O ((±)-3-(4-(4-chlorophenyl)-2-ethyl-9-methyl-6H-thieno[3,2-f][1,2,4]-triazolo[4,3-a][1,4]diazepin-6-yl)propionic acid). Isolated yield 3.9%. RXN SMILES: [Cl:1][C:2]1[CH:7]=[CH:6][C:5]([C:8]2[C:14]3[CH:15]=[C:16]([CH2:18][CH3:19])[S:17][C:13]=3[N:12]3[C:20]([CH3:23])=[N:21][N:22]=[C:11]3[C:10]([CH2:29][CH2:30][C:31]([O:33]CC)=[O:32])(C(OCC)=O)[N:9]=2)=[CH:4][CH:3]=1.[OH-].[Ba+2].[OH-]>C(O)C.O>[Cl:1][C:2]1[CH:3]=[CH:4][C:5]([C:8]2[C:14]3[CH:15]=[C:16]([CH2:18][CH3:19])[S:17][C:13]=3[N:12]3[C:20]([CH3:23])=[N:21][N:22]=[C:11]3[CH:10]([CH2:29][CH2:30][C:31]([OH:33])=[O:32])[N:9]=2)=[CH:6][CH:7]=1 |f:1.2.3|. Procedure: 4-(4-Chlorophenyl)-2-ethyl-9-methyl-6H-thieno[3,2-f][1,2,4]triazolo[4,3-a][1,4]diazepine (10 g) is dissolved in diethyl carbonate (150 ml) in a nitrogen stream, and 60% sodium hydride (2.0 g) is added with stirring at room temperature. The mixture is refluxed under heating for 2 hours and cooled to 50° C. with ice water. Ethyl acrylate (5.4 ml) is added. After stirring at 50° C. for 3 hours, the reaction mixture is poured into ice water (1 l) and extracted with ethyl acetate. The organic layer i... Starting materials: CCOCCO, COc1ccc2ncc(C#N)c(Cl)c2c1, Cl, Nc1ccc2cn[nH]c2c1, c1ccncc1. As a reaction SMILES: [CH3:33][CH2:34][O:35][CH2:36][CH2:37][OH:38].[Cl:1][c:2]1[c:3]([C:14]#[N:15])[cH:4][n:5][c:6]2[cH:7][cH:8][c:9]([O:12][CH3:13])[cH:10][c:11]12.[ClH:26].[NH2:16][c:17]1[cH:18][cH:19][c:20]2[cH:21][n:22][nH:23][c:24]2[cH:25]1.[n:27]1[cH:28][cH:29][cH:30][cH:31][cH:32]1>>[c:2]1([NH:16][c:17]2[cH:18][cH:19][c:20]3[cH:21][n:22][nH:23][c:24]3[cH:25]2)[c:3]([C:14]#[N:15])[cH:4][n:5][c:6]2[cH:7][cH:8][c:9]([O:12][CH3:13])[cH:10][c:11]12. Yields the product COc1ccc2ncc(C#N)c(Nc3ccc4cn[nH]c4c3)c2c1.